From a dataset of the Open Reaction Database (ORD), a public repository of structured organic reaction records. describe an organic reaction: reactants, conditions, products, and yield Reactants: [F-].[Cs+] (caesium fluoride), C(CC=C)C=1N(C(=CN1)C1=NC(=NC=C1)NC1=CC=C(C=C1)S(N(COCC[Si](C)(C)C)CCOC)(=O)=O)CCC (4-(2-(but-3-enyl)-1-propylimidazol-5-yl)-2-{4-[N-(2-methoxyethyl)-N-(2-trimethylsilylethoxymethyl)sulphamoyl]anilino}pyrimidine). Solvent: O (water), CN(C)C=O (DMF). Product: C(CC=C)C=1N(C(=CN1)C1=NC(=NC=C1)NC1=CC=C(C=C1)S(NCCOC)(=O)=O)CCC (4-[2-(But-3-en-1-yl)-1-propylimidazol-5-yl]-2-{4-[N-(2-methoxyethyl)sulphamoyl]anilino}pyrimidine). Reaction SMILES: [F-].[Cs+].[CH2:3]([C:7]1[N:8]([CH2:41][CH2:42][CH3:43])[C:9]([C:12]2[CH:17]=[CH:16][N:15]=[C:14]([NH:18][C:19]3[CH:24]=[CH:23][C:22]([S:25](=[O:40])(=[O:39])[N:26]([CH2:35][CH2:36][O:37][CH3:38])COCC[Si](C)(C)C)=[CH:21][CH:20]=3)[N:13]=2)=[CH:10][N:11]=1)[CH2:4][CH:5]=[CH2:6]>CN(C=O)C.O>[CH2:3]([C:7]1[N:8]([CH2:41][CH2:42][CH3:43])[C:9]([C:12]2[CH:17]=[CH:16][N:15]=[C:14]([NH:18][C:19]3[CH:20]=[CH:21][C:22]([S:25](=[O:40])(=[O:39])[NH:26][CH2:35][CH2:36][O:37][CH3:38])=[CH:23][CH:24]=3)[N:13]=2)=[CH:10][N:11]=1)[CH2:4][CH:5]=[CH2:6] |f:0.1|. Reported procedure: A mixture of caesium fluoride (180 mg, 1.2 mmole), and 4-(2-(but-3-enyl)-1-propylimidazol-5-yl)-2-{4-[N-(2-methoxyethyl)-N-(2-trimethylsilylethoxymethyl)sulphamoyl]anilino}pyrimidine (Method 100; 100 mg, 0.17 mmol), in DMF (3 ml), was heated at 140° C. under nitrogen for 24 hours. The mixture was diluted with water and extracted with EtOAc. The extracts were washed with water and brine, dried, and the solvent evaporated. The residue was purified by chromatography on silica gel eluting with EtOAc... Starting materials: Cc1ccsc1Br, CCOCC, COCCOS(=O)(=O)c1ccc(C)cc1, [Mg]. The product is COCCc1sccc1C. Reaction SMILES: [Br:1][c:2]1[s:3][cH:4][cH:5][c:6]1[CH3:7].[CH3:24][CH2:25][O:26][CH2:27][CH3:28].[CH3:9][O:10][CH2:11][CH2:12][O:13][S:14]([c:15]1[cH:16][cH:17][c:18]([CH3:19])[cH:20][cH:21]1)(=[O:22])=[O:23].[Mg:8]>>[c:2]1([CH2:12][CH2:11][O:10][CH3:9])[s:3][cH:4][cH:5][c:6]1[CH3:7].